From a dataset of the Open Reaction Database (ORD), a public repository of structured organic reaction records. describe an organic reaction: reactants, conditions, products, and yield The reactants are ClC=1C=C(CN2CC(OCC2)CN)C=CC1Cl ([4-(3,4-Dichlorobenzyl)morpholin-2-yl]methylamine), ClC1=C(C=CC=C1)CC(=O)O ((2-chlorophenyl)acetic acid). Yields the product ClC1=C(C=CC=C1)CC(=O)NCC1CN(CCO1)CC1=CC(=C(C=C1)Cl)Cl (2-(2-Chlorophenyl)-N-{[4-(3,4-dichlorobenzyl)morpholin-2-yl]methyl}acetamide). Yield: 29.3%. RXN SMILES: [Cl:1][C:2]1[CH:3]=[C:4]([CH:14]=[CH:15][C:16]=1[Cl:17])[CH2:5][N:6]1[CH2:11][CH2:10][O:9][CH:8]([CH2:12][NH2:13])[CH2:7]1.[Cl:18][C:19]1[CH:24]=[CH:23][CH:22]=[CH:21][C:20]=1[CH2:25][C:26](O)=[O:27]>>[Cl:18][C:19]1[CH:24]=[CH:23][CH:22]=[CH:21][C:20]=1[CH2:25][C:26]([NH:13][CH2:12][CH:8]1[O:9][CH2:10][CH2:11][N:6]([CH2:5][C:4]2[CH:14]=[CH:15][C:16]([Cl:17])=[C:2]([Cl:1])[CH:3]=2)[CH2:7]1)=[O:27]. Reported procedure: Example 16 was prepared in an analogous manner to Example 1 using a mixture of Intermediate 1 (0.055 g) and (2-chlorophenyl)acetic acid (0.034 g) to give the title compound (0.025 g). The reactants are O=C([O-])C(O)C(O)C(=O)[O-], COCCCc1cccc2oc(C(=O)O)c(C)c12, CO, Cc1ccccc1, CC(C)[Al+]C(C)C, [H-], [K+], [Na+], C1CCOC1. Yields the product COCCCc1cccc2oc(CO)c(C)c12. Reaction SMILES: [C:29]([CH:30]([CH:31]([C:32]([O-:33])=[O:34])[OH:35])[OH:36])([O-:37])=[O:38].[CH3:1][O:2][CH2:3][CH2:4][CH2:5][c:6]1[cH:7][cH:8][cH:9][c:10]2[c:11]1[c:12]([CH3:18])[c:13]([C:15](=[O:16])[OH:17])[o:14]2.[CH3:27][OH:28].[CH3:46][c:47]1[cH:48][cH:49][cH:50][cH:51][cH:52]1.[CH:20]([Al+:21][CH:22]([CH3:23])[CH3:24])([CH3:25])[CH3:26].[H-:19].[K+:39].[Na+:40].[O:41]1[CH2:42][CH2:43][CH2:44][CH2:45]1>>[CH3:1][O:2][CH2:3][CH2:4][CH2:5][c:6]1[cH:7][cH:8][cH:9][c:10]2[c:11]1[c:12]([CH3:18])[c:13]([CH2:15][OH:16])[o:14]2.